Dataset: the Open Reaction Database (ORD), a public repository of structured organic reaction records. Task: describe an organic reaction: reactants, conditions, products, and yield Reactants: O1[C@@H](C1)COC1=C2C=CNC2=CC=C1 ((S)-(+)-4-(oxiranylmethoxy)-1H-indole), C(=O)N1CCNCC1 (1-formylpiperazine). Solvent: CO (methanol). Product: N1C=CC2=C(C=CC=C12)OC[C@H](CN1CCN(CC1)C=O)O ((2S)-(-)-1-(4-indolyloxy)-3-(4-(formyl)piperazin-1-yl)-2-propanol). Yield: 86.0%. As a reaction SMILES: [O:1]1[CH2:3][C@H:2]1[CH2:4][O:5][C:6]1[CH:14]=[CH:13][CH:12]=[C:11]2[C:7]=1[CH:8]=[CH:9][NH:10]2.[CH:15]([N:17]1[CH2:22][CH2:21][NH:20][CH2:19][CH2:18]1)=[O:16]>CO>[NH:10]1[C:11]2[C:7](=[C:6]([O:5][CH2:4][C@@H:2]([OH:1])[CH2:3][N:20]3[CH2:21][CH2:22][N:17]([CH:15]=[O:16])[CH2:18][CH2:19]3)[CH:14]=[CH:13][CH:12]=2)[CH:8]=[CH:9]1. Procedure details: The title compound was prepared in similar fashion from (S)-(+)-4-(oxiranylmethoxy)-1H-indole and 1-formylpiperazine in 86% yield. mp 106°-107°. FDMS m/e=303 (M+ of free base). α[D]589 =-1.98 (c=1.0, methanol). Starting materials: O=C([O-])O, CCOC(=O)N1c2ccc(OC)nc2C(Nc2ncc(OCCSC)c(Cc3cc(C(F)(F)F)cc(C(F)(F)F)c3)n2)CC1CC, ClC(Cl)Cl, O=C(OO)c1cccc(Cl)c1, [Na+]. Yields the product CCOC(=O)N1c2ccc(OC)nc2C(Nc2ncc(OCCS(C)=O)c(Cc3cc(C(F)(F)F)cc(C(F)(F)F)c3)n2)CC1CC. As a reaction SMILES: [C:58](=[O:59])([O-:60])[OH:61].[CH2:1]([CH3:2])[O:3][C:4](=[O:5])[N:6]1[CH:7]([CH2:45][CH3:46])[CH2:8][CH:9]([NH:18][c:19]2[n:20][cH:21][c:22]([O:40][CH2:41][CH2:42][S:43][CH3:44])[c:23]([CH2:25][c:26]3[cH:27][c:28]([C:36]([F:37])([F:38])[F:39])[cH:29][c:30]([C:32]([F:33])([F:34])[F:35])[cH:31]3)[n:24]2)[c:10]2[n:11][c:12]([O:16][CH3:17])[cH:13][cH:14][c:15]21.[CH:63]([Cl:64])([Cl:65])[Cl:66].[Cl:47][c:48]1[cH:49][cH:50][cH:51][c:52]([C:53]([O:54][OH:56])=[O:55])[cH:57]1.[Na+:62]>>[CH2:1]([CH3:2])[O:3][C:4](=[O:5])[N:6]1[CH:7]([CH2:45][CH3:46])[CH2:8][CH:9]([NH:18][c:19]2[n:20][cH:21][c:22]([O:40][CH2:41][CH2:42][S:43]([CH3:44])=[O:55])[c:23]([CH2:25][c:26]3[cH:27][c:28]([C:36]([F:37])([F:38])[F:39])[cH:29][c:30]([C:32]([F:33])([F:34])[F:35])[cH:31]3)[n:24]2)[c:10]2[n:11][c:12]([O:16][CH3:17])[cH:13][cH:14][c:15]21. Starting materials: CC(C)=O, CC(C)O, COC(C)(C)C1C(=O)NC1CCO. Product: COC(C)(C)C1C(=O)NC1CC(=O)O. Reaction SMILES: [CH3:18][C:19](=[O:20])[CH3:21].[CH:14]([CH3:15])([CH3:16])[OH:17].[OH:1][CH2:2][CH2:3][CH:4]1[CH:5]([C:9]([CH3:10])([CH3:11])[O:12][CH3:13])[C:6](=[O:8])[NH:7]1>>[O:1]=[C:2]([CH2:3][CH:4]1[CH:5]([C:9]([CH3:10])([CH3:11])[O:12][CH3:13])[C:6](=[O:8])[NH:7]1)[OH:17]. The reactants are CC1=C(OC2=NNC(=C2C(=O)OC)C)C=CC=C1C (3-(2',3'-dimethylphenoxy)-5-methyl-4-methoxycarbonyl pyrazole), C(OC)(=O)Cl (methyl chlorocarbonate). The solvent is C(C)N(CC)CC (triethylamine). Yields the product COC(=O)N1N=C(C(=C1C)C(=O)OC)OC1=C(C(=CC=C1)C)C (1,4-Bis-(methoxycarbonyl)-3-(2',3'-dimethylphenoxy)-5-methyl pyrazole). RXN SMILES: [CH3:1][C:2]1[C:18]([CH3:19])=[CH:17][CH:16]=[CH:15][C:3]=1[O:4][C:5]1[C:9]([C:10]([O:12][CH3:13])=[O:11])=[C:8]([CH3:14])[NH:7][N:6]=1.[C:20](Cl)(=[O:23])[O:21][CH3:22]>C(N(CC)CC)C>[CH3:22][O:21][C:20]([N:7]1[C:8]([CH3:14])=[C:9]([C:10]([O:12][CH3:13])=[O:11])[C:5]([O:4][C:3]2[CH:15]=[CH:16][CH:17]=[C:18]([CH3:19])[C:2]=2[CH3:1])=[N:6]1)=[O:23]. Reported procedure: A mixture of 5.6 g of triethylamine, 13 g of 3-(2',3'-dimethylphenoxy)-5-methyl-4-methoxycarbonyl pyrazole and 100 ml of tetahydrofuran is prepared, and, while stirring and cooling, 4.9 g of methyl chlorocarbonate is dripped in. After stirring for 16 hours, the precipitated hydrochloride is filtered off. The filtrate is concentrated and the residue is recrystallized from ethyl acetate. Melting point: 115° C.